From a dataset of the Open Reaction Database (ORD), a public repository of structured organic reaction records. describe an organic reaction: reactants, conditions, products, and yield Starting materials: Fc1ccccc1Br, FC(F)n1ccnc1-c1ccccc1. Reagents/catalysts: CC(C)(C)c1ccc(-c2ccc(C(C)(C)C)cc2)cc1 (4,4'-di-tert-butylbiphenyl), CC(C)(C)C(=O)[O-].[K+] (KOPiv), Cl[Pd]CC=C.C=CC[Pd]Cl ([Pd(allyl)Cl]2), CN(C)c1ccc(P(C2CCCCC2)C2CCCCC2)cc1 (A-caPhos). Solvent: CC(=O)N(C)C (DMA), CC(=O)N(C)C (DMA), CC(=O)N(C)C (DMA). Run at temperature 120 celsius, time 24 hour. The product is Fc1ccccc1-c1cnc(-c2ccccc2)n1C(F)F. Isolated yield 14.2%. The reactants are C1CCNCC1, CCO, O=C1Cc2cc(Cl)ccc2N1, O=Cc1ccccn1. RXN SMILES: [CH2:20]1[CH2:21][CH2:22][NH:23][CH2:24][CH2:25]1.[CH3:26][CH2:27][OH:28].[Cl:1][c:2]1[cH:3][c:4]2[c:8]([cH:9][cH:10]1)[NH:7][C:6](=[O:11])[CH2:5]2.[n:12]1[c:13]([CH:18]=[O:19])[cH:14][cH:15][cH:16][cH:17]1>>[Cl:1][c:2]1[cH:3][c:4]2[c:8]([cH:9][cH:10]1)[NH:7][C:6](=[O:11])[C:5]2=[CH:18][c:13]1[n:12][cH:17][cH:16][cH:15][cH:14]1. The product is O=C1Nc2ccc(Cl)cc2C1=Cc1ccccn1. The reactants are Clc1ccc(Cn2cnnc2C2CCCN2)cc1, ClCCl, O=C=Nc1ccc(C(F)(F)F)cc1. The product is O=C(Nc1ccc(C(F)(F)F)cc1)N1CCCC1c1nncn1Cc1ccc(Cl)cc1. Reaction SMILES: [Cl:14][c:15]1[cH:16][cH:17][c:18]([CH2:19][n:20]2[c:21]([CH:25]3[NH:26][CH2:27][CH2:28][CH2:29]3)[n:22][n:23][cH:24]2)[cH:30][cH:31]1.[Cl:32][CH2:33][Cl:34].[N:1](=[C:2]=[O:3])[c:4]1[cH:5][cH:6][c:7]([C:10]([F:11])([F:12])[F:13])[cH:8][cH:9]1>>[NH:1]([C:2](=[O:3])[N:26]1[CH:25]([c:21]2[n:20]([CH2:19][c:18]3[cH:17][cH:16][c:15]([Cl:14])[cH:31][cH:30]3)[cH:24][n:23][n:22]2)[CH2:29][CH2:28][CH2:27]1)[c:4]1[cH:5][cH:6][c:7]([C:10]([F:11])([F:12])[F:13])[cH:8][cH:9]1. Reactants: [Cr](=O)(=O)([O-])Cl.[NH+]1=CC=CC=C1 (pyridinium chlorochromate), COC=CC12CCC(CC1)(CC2)C2=CC=CC=C2 (4-[2-methoxyethenyl]-1-phenylbicyclo[2.2.2]octane), COC=CC12CCC(CC1)(CC2)C2=CC=CC=C2 (4-[2-methoxyethenyl]-1-phenylbicyclo[2.2.2]octane), [Cr](=O)(=O)([O-])Cl.[NH+]1=CC=CC=C1 (pyridinium chlorochromate). The solvent is C(Cl)Cl (DCM). Reaction conditions: time 2 hour. Yields the product C1(=CC=CC=C1)C12CCC(CC1)(CC2)CC(=O)OC (Methyl 2-(1-phenyl-4-bicyclo[2.2.2]octyl)acetate). Isolated yield 58.7%. Reaction SMILES: [CH3:1][O:2][CH:3]=[CH:4][C:5]12[CH2:12][CH2:11][C:8]([C:13]3[CH:18]=[CH:17][CH:16]=[CH:15][CH:14]=3)([CH2:9][CH2:10]1)[CH2:7][CH2:6]2.[Cr](Cl)([O-])(=O)=[O:20].[NH+]1C=CC=CC=1>C(Cl)Cl>[C:13]1([C:8]23[CH2:7][CH2:6][C:5]([CH2:4][C:3]([O:2][CH3:1])=[O:20])([CH2:12][CH2:11]2)[CH2:10][CH2:9]3)[CH:18]=[CH:17][CH:16]=[CH:15][CH:14]=1 |f:1.2|. Procedure: To a stirred solution of 4-[2-methoxyethenyl]-1-phenylbicyclo[2.2.2]octane (Intermediate 7; 12.6 g, 51.99 mmol) in DCM (200 mL) was added pyridinium chlorochromate (33.6 g, 155.97 mmol) in portions and the reaction mixture was allowed to stir at ambient temperature for 2 hrs. Further pyridinium chlorochromate (12 g, 55.99 mmol) was added and stirring was continued for a further 1 hr. The mixture was filtered and the filtrate was concentrated under reduced pressure, ether (200 mL) was added and t... The reactants are NC1=C(C=C(C=C1)C)O (2-amino-5-methylphenol), COC1=C(C=C(C(=O)O)C=C1)N (4-methoxy-3-aminobenzoic acid). Product: NC=1C=C(C=CC1OC)C=1OC2=C(N1)C=CC(=C2)C (2-(3-Amino-4-methoxyphenyl)-6-methylbenzoxazole). As a reaction SMILES: [NH2:1][C:2]1[CH:7]=[CH:6][C:5]([CH3:8])=[CH:4][C:3]=1[OH:9].[CH3:10][O:11][C:12]1[CH:20]=[CH:19][C:15]([C:16](O)=O)=[CH:14][C:13]=1[NH2:21]>>[NH2:21][C:13]1[CH:14]=[C:15]([C:16]2[O:9][C:3]3[CH:4]=[C:5]([CH3:8])[CH:6]=[CH:7][C:2]=3[N:1]=2)[CH:19]=[CH:20][C:12]=1[O:11][CH3:10]. Procedure: Prepared by the method of Example 1a), from 2-amino-5-methylphenol (368 mg, 2.9 mmol) and 4-methoxy-3-aminobenzoic acid (500 mg, 2.9 mmol) the subtitle compound was obtained, 75 mg (10%). 1H NMR (CDCl3) δ 7.69–7.58(m, 4H), 7.35(bs, 1H), 6.92(d, J=7.9 Hz), 3.85(s, 3H), 2.51(s, 3H). MS 255 m/z (M+H)+.